This data is from the Open Reaction Database (ORD), a public repository of structured organic reaction records. The task is: describe an organic reaction: reactants, conditions, products, and yield The reactants are hydrate, C=CC=CCCC(C)O (7 - octadienol), C1(C2C(C(=O)O1)CCC=C2)=O (tetrahydrophthalic anhydride), glass. The reagents and catalysts are C(C)(=O)[O-].[Zn+2].C(C)(=O)[O-] (zinc acetate), C(C)(=O)[O-].[Zn+2].C(C)(=O)[O-] (zinc acetate). Run in C=1(C(=CC=CC1)C)C (xylene). Yields the product C=CC=CCCC(C)O (7 - octadienol), ester, C(C1C(C(=O)O)CCC=C1)(=O)O (tetrahydrophthalic acid). RXN SMILES: [CH2:1]=[CH:2][CH:3]=[CH:4][CH2:5][CH2:6][CH:7]([OH:9])[CH3:8].[C:10]1(=[O:20])[O:15][C:13](=[O:14])[CH:12]2[CH2:16][CH2:17][CH:18]=[CH:19][CH:11]12>C([O-])(=O)C.[Zn+2].C([O-])(=O)C.C1(C)C(C)=CC=CC=1>[CH2:1]=[CH:2][CH:3]=[CH:4][CH2:5][CH2:6][CH:7]([OH:9])[CH3:8].[C:10]([OH:15])(=[O:20])[CH:11]1[CH:19]=[CH:18][CH2:17][CH2:16][CH:12]1[C:13]([OH:9])=[O:14] |f:2.3.4|. Procedure details: In a 1 liter glass autoclave equipped with a thermometer, a condenser, a nitrogen gas inlet and a stirrer, 378 g. (3.0 mole) of 2, 7 - octadienol - 1, 152 g. (1.0 mole) of tetrahydrophthalic anhydride, 100 ml. of xylene and 0.5g. of zinc acetate 2 - hydrate were charged. In accordance with the process of Reference Example 1, 388 g of the di-(2, 7 - octadienol - 1) ester of tetrahydrophthalic acid was obtained as the product. The reactants are NCCO, O=C(O)c1cc2c(N3CCOCC3)nc(-c3cccc4[nH]ncc34)nc2s1. Product: O=C(NCCO)c1cc2c(N3CCOCC3)nc(-c3cccc4[nH]ncc34)nc2s1. As a reaction SMILES: [NH2:28][CH2:29][CH2:30][OH:31].[nH:1]1[n:2][cH:3][c:4]2[c:5](-[c:10]3[n:11][c:12]([N:22]4[CH2:23][CH2:24][O:25][CH2:26][CH2:27]4)[c:13]4[c:14]([n:15]3)[s:16][c:17]([C:19](=[O:20])[OH:21])[cH:18]4)[cH:6][cH:7][cH:8][c:9]12>>[nH:1]1[n:2][cH:3][c:4]2[c:5](-[c:10]3[n:11][c:12]([N:22]4[CH2:23][CH2:24][O:25][CH2:26][CH2:27]4)[c:13]4[c:14]([n:15]3)[s:16][c:17]([C:19](=[O:21])[NH:28][CH2:29][CH2:30][OH:31])[cH:18]4)[cH:6][cH:7][cH:8][c:9]12. Starting materials: CC1C(CCC(=C1)C)(C=O)C(=C)C (2,4-dimethyl-1-(prop-1-en-2-yl)cyclohex-3-enecarbaldehyde), C(C=C)[Mg]Cl (allylmagnesium chloride). Product: CC1C(CCC(=C1)C)(C(=C)C)C(CC=C)O (1-(2,4-Dimethyl-1-(prop-1-en-2-yl)cyclohex-3-enyl)but-3-en-1-ol). As a reaction SMILES: [CH3:1][CH:2]1[CH:7]=[C:6]([CH3:8])[CH2:5][CH2:4][C:3]1([C:11]([CH3:13])=[CH2:12])[CH:9]=[O:10].[CH2:14]([Mg]Cl)[CH:15]=[CH2:16]>>[CH3:1][CH:2]1[CH:7]=[C:6]([CH3:8])[CH2:5][CH2:4][C:3]1([CH:9]([OH:10])[CH2:16][CH:15]=[CH2:14])[C:11]([CH3:13])=[CH2:12]. Procedure: In analogy to Example 3,1-(2,4-dimethyl-1-(prop-1-en-2-yl)cyclohex-3-enyl)but-3-en-1-ol (91% yield) was prepared starting from 2,4-dimethyl-1-(prop-1-en-2-yl)cyclohex-3-enecarbaldehyde and allylmagnesium chloride The reactants are C(C)NC1=CC(=C(C=2CCCCC12)CCC)O (1-ethylamino-3-hydroxy-4-propyl-5,6,7,8-tetrahydronaphthalene), C(#CC(=O)OC)C(=O)OC (dimethyl acetylene dicarboxylate). The reagents and catalysts are [OH-].C(C1=CC=CC=C1)[N+](C)(C)C (Benzyltrimethylammonium hydroxide). The solvent is CO (methanol). Product: COC(=O)C1NC2=C3C(=CC=C2CC1)C=CC=C3 (tetrahydrobenzo quinoline-2-carboxylic acid methyl ester). As a reaction SMILES: C([NH:3][C:4]1[C:13]2[CH2:12][CH2:11][CH2:10][CH2:9][C:8]=2[C:7](CCC)=[C:6](O)[CH:5]=1)C.[C:18]([C:24](OC)=O)#[C:19][C:20]([O:22][CH3:23])=[O:21]>[OH-].C([N+](C)(C)C)C1C=CC=CC=1.CO>[CH3:23][O:22][C:20]([CH:19]1[CH2:18][CH2:24][C:5]2[C:4](=[C:13]3[CH:12]=[CH:11][CH:10]=[CH:9][C:8]3=[CH:7][CH:6]=2)[NH:3]1)=[O:21] |f:2.3|. Procedure: Benzyltrimethylammonium hydroxide (40% aqueous solution) (3 drops) was added to a stirred solution of 1-ethylamino-3-hydroxy-4-propyl-5,6,7,8-tetrahydronaphthalene (2.33 g) and dimethyl acetylene dicarboxylate (1.42 g) in methanol (10 ml). The mixture was heated at reflux for 8 hours, cooled, filtered and the methanol removed in vacuo. The resulting oil, a mixture of the cis and trans tetrahydronaphthylamino acrylic acid esters, was heated on a steam bath with polyphosphoric acid (10 g) for 2 ho...